From a dataset of the Open Reaction Database (ORD), a public repository of structured organic reaction records. describe an organic reaction: reactants, conditions, products, and yield Starting materials: NC1=NC=CC=C1 (2-aminopyridine), BrC1=C(C=CC=C1)OCCl (o-bromo-α-chloroanisole). The solvent is C=1(C(=CC=CC1)C)C (xylene), C=1(C(=CC=CC1)C)C (xylene). Conditions: time 40 hour. Yields the product [Cl-].NC1=[N+](C=CC=C1)COC1=C(C=CC=C1)Br (2-Amino-1-[(o-bromophenoxy)methyl]pyridinium chloride). Isolated yield 101.2%. RXN SMILES: [NH2:1][C:2]1[CH:7]=[CH:6][CH:5]=[CH:4][N:3]=1.[Br:8][C:9]1[CH:14]=[CH:13][CH:12]=[CH:11][C:10]=1[O:15][CH2:16][Cl:17]>C1(C)C(C)=CC=CC=1>[Cl-:17].[NH2:1][C:2]1[CH:7]=[CH:6][CH:5]=[CH:4][N+:3]=1[CH2:16][O:15][C:10]1[CH:11]=[CH:12][CH:13]=[CH:14][C:9]=1[Br:8] |f:3.4|. Reported procedure: To a solution of 7.1 g of 2-aminopyridine in 35 ml of xylene is added, dropwise, a solution of 11.1 g of o-bromo-α-chloroanisole in 45 ml of xylene. The mixture is warmed at 50° for 5 minutes and allowed to stir for 40 hours at room temperature. The solid is filtered and dried to give about 16.0 g of the product. This is recrystallized from 2-propanol to give about 14.0 g of the title product, mp 171°-173°. Starting materials: Ice, O=C1C=C(OC=C1C1=CC=CC=C1)C#N (4-oxo-5-phenyl-4H-pyran-2-carbonitrile), [N-]=[N+]=[N-].[Na+] (sodium azide), [Cl-].[NH4+] (ammonium chloride), Cl (hydrochloric acid). The solvent is CN(C=O)C (dimethylformamide). Yields the product C1(=CC=CC=C1)C=1C(C=C(OC1)C1=NN=NN1)=O (5-Phenyl-2-tetrazol-5-yl-4H-pyran-4-one). As a reaction SMILES: [O:1]=[C:2]1[C:7]([C:8]2[CH:13]=[CH:12][CH:11]=[CH:10][CH:9]=2)=[CH:6][O:5][C:4]([C:14]#[N:15])=[CH:3]1.[N-:16]=[N+:17]=[N-:18].[Na+].[Cl-].[NH4+].Cl>CN(C)C=O>[C:8]1([C:7]2[C:2](=[O:1])[CH:3]=[C:4]([C:14]3[NH:18][N:17]=[N:16][N:15]=3)[O:5][CH:6]=2)[CH:9]=[CH:10][CH:11]=[CH:12][CH:13]=1 |f:1.2,3.4|. Procedure: A mixture of 4-oxo-5-phenyl-4H-pyran-2-carbonitrile (2.0 g), sodium azide (1.0 g) and ammonium chloride (0.8 g) in dimethylformamide (20 ml) was stirred at room temperature for an hour. Ice (20 g) was added and the clear solution was acidified with 2 N hydrochloric acid (20 ml) giving a pale solid which was recrystallised from ethanol to give the title product (mp 237°-238° C. with decomposition). Reagents/catalysts: [Zn] (zinc), [Hg]Cl (mercury chloride). Procedure: To a solution of 2-[(1S,2R,3R,5S)-2-(3,3-ethylenedioxyoctyl)-3-(tetrahydropyranyloxy)-5-(t-butylsiloxy)cyclopentyl]acetaldehyde (64) (1.00 g) in THF (25 ml) was added activated zinc powder (2.54 g), and while cooling on ice, the solution of 1-bromo-1,1-difluoro-5-(t-butyl-dimethylsilyloxy)-2-pentyne (i) (0.92 g) in THF (5 ml) was added dropwise to the resultant mixture. To the resultant solution was added mercury chloride (0.11 g) and the resultant mixture was stirred under ultrasonic irradiatio... The product is O1C(CCCC1)O[C@H]1[C@@H]([C@H]([C@H](C1)O[SiH2]C(C)(C)C)CC(C(C#CCCO[Si](C)(C)C(C)(C)C)(F)F)O)CCC1(CCCCC)OCCO1 (1-[(1R,2R,4S,5R)-2-tetrahydropyranyloxy-4-t-butylsilyloxy-5-{2(RS)-hydroxy-3,3-difluoro-7-t-butyldimethylsilyloxy-4-heptynyl}-cyclopentyl]-3,3-ethylenedioxy-octane). Reactants: resultant mixture, C1OC(CC[C@@H]2[C@@H]([C@H](C[C@H]2OC2OCCCC2)O[SiH2]C(C)(C)C)CC=O)(CCCCC)OC1 (2-[(1S,2R,3R,5S)-2-(3,3-ethylenedioxyoctyl)-3-(tetrahydropyranyloxy)-5-(t-butylsiloxy)cyclopentyl]acetaldehyde), BrC(C#CCCO[Si](C)(C)C(C)(C)C)(F)F (1-bromo-1,1-difluoro-5-(t-butyl-dimethylsilyloxy)-2-pentyne), resultant mixture, resultant solution. Reaction SMILES: [CH2:1]1[CH2:33][O:32][C:3]([CH2:27][CH2:28][CH2:29][CH2:30][CH3:31])([CH2:4][CH2:5][C@H:6]2[C@H:10]([O:11][CH:12]3[CH2:17][CH2:16][CH2:15][CH2:14][O:13]3)[CH2:9][C@H:8]([O:18][SiH2:19][C:20]([CH3:23])([CH3:22])[CH3:21])[C@H:7]2[CH2:24][CH:25]=[O:26])[O:2]1.Br[C:35]([F:49])([F:48])[C:36]#[C:37][CH2:38][CH2:39][O:40][Si:41]([C:44]([CH3:47])([CH3:46])[CH3:45])([CH3:43])[CH3:42]>C1COCC1.[Zn].[Hg]Cl>[O:13]1[CH2:14][CH2:15][CH2:16][CH2:17][CH:12]1[O:11][C@@H:10]1[CH2:9][C@H:8]([O:18][SiH2:19][C:20]([CH3:21])([CH3:23])[CH3:22])[C@H:7]([CH2:24][CH:25]([OH:26])[C:35]([F:49])([F:48])[C:36]#[C:37][CH2:38][CH2:39][O:40][Si:41]([C:44]([CH3:45])([CH3:46])[CH3:47])([CH3:43])[CH3:42])[C@H:6]1[CH2:5][CH2:4][C:3]1([O:2][CH2:1][CH2:33][O:32]1)[CH2:27][CH2:28][CH2:29][CH2:30][CH3:31]. The solvent is C1CCOC1 (THF), C1CCOC1 (THF).